From a dataset of the Open Reaction Database (ORD), a public repository of structured organic reaction records. describe an organic reaction: reactants, conditions, products, and yield Reactants: BrC1=C(C=NN1C(C)(C)C)C(N)=S (5-bromo-1-tert-butyl-1H-pyrazole-4-carbothioamide), ClCC(CC(=O)OCC)=O (ethyl 4-chloroacetoacetate). The solvent is C(C)O (ethanol). Yields the product BrC1=C(C=NN1C(C)(C)C)C=1SC=C(N1)CC(=O)OCC (ethyl 2-(2-(5-bromo-1-tert-butyl-1H-pyrazol-4-yl)thiazol-4-yl)acetate). Yield: 64.1%. As a reaction SMILES: [Br:1][C:2]1[N:6]([C:7]([CH3:10])([CH3:9])[CH3:8])[N:5]=[CH:4][C:3]=1[C:11](=[S:13])[NH2:12].Cl[CH2:15][C:16](=O)[CH2:17][C:18]([O:20][CH2:21][CH3:22])=[O:19]>C(O)C>[Br:1][C:2]1[N:6]([C:7]([CH3:8])([CH3:9])[CH3:10])[N:5]=[CH:4][C:3]=1[C:11]1[S:13][CH:15]=[C:16]([CH2:17][C:18]([O:20][CH2:21][CH3:22])=[O:19])[N:12]=1. Reported procedure: A solution of the compound (2.80 g, 10.68 mmol) obtained in step 5 and ethyl 4-chloroacetoacetate (1.588 mL, 11.75 mmol) in ethanol (30 mL) was stirred at 80° C. for 16 hr. The reaction mixture was concentrated under reduced pressure, and the residue was purified by NH-silica gel column chromatography (solvent gradient; 3→50% ethyl acetate/hexane) to give ethyl 2-(2-(5-bromo-1-tert-butyl-1H-pyrazol-4-yl)thiazol-4-yl)acetate (2.55 g, 6.85 mmol, 64%) as a colorless oil The reactants are Cl.C1OC=2C=C(C=CC2O1)C(CN)O (1-(3,4-methylenedioxyphenyl)-2-aminoethanol hydrochloride), CC(=O)C (acetone), [H][H] (hydrogen). Reagents/catalysts: [Ni] (Raney nickel). The solvent is C(C)O (ethanol). Yields the product Cl.C1OC=2C=C(C=CC2O1)C(CNC(C)C)O (1-(3,4-methylenedioxyphenyl)-2-isopropylaminoethanol hydrochloride). Reaction SMILES: [ClH:1].[CH2:2]1[O:10][C:9]2[CH:8]=[CH:7][C:6]([CH:11]([OH:14])[CH2:12][NH2:13])=[CH:5][C:4]=2[O:3]1.[CH3:15][C:16]([CH3:18])=O.[H][H]>[Ni].C(O)C>[ClH:1].[CH2:2]1[O:10][C:9]2[CH:8]=[CH:7][C:6]([CH:11]([OH:14])[CH2:12][NH:13][CH:16]([CH3:18])[CH3:15])=[CH:5][C:4]=2[O:3]1 |f:0.1,6.7|. Reported procedure: 18.1 g. of 1-(3,4-methylenedioxyphenyl)-2-aminoethanol hydrochloride are dissolved in 20 ml. of acetone and 300 ml. of ethanol. To the resulting solution are added 10 g. of extended Raney nickel and the mixture is heated and stirred at 70° C. in an atmosphere of hydrogen in an autoclave. After the absorption of hydrogen is complete, the catalyst is filtered off and the filtrate is concentrated to dryness. Upon recrystallization of the crude crystalline residue from isopropyl alcohol, 14.4 g. of ... The reactants are [Si](C)(C)(C(C)(C)C)OC=1C=C(C=CC1)C1=CC=C(C=C1)[C@@H]1[C@H](C(N1C1=CC=CC=C1)=O)CC[C@@H](C1=CC=C(C=C1)F)O[Si](C)(C)C(C)(C)C ((3R,4S)-4-(3′-{[tert-Butyl(dimethyl)silyl]oxy}biphenyl-4-yl)-3-[(3S)-3-{[tert-butyl(dimethyl)silyl]oxy}-3-(4-fluorophenyl)propyl]-1-phenylazetidin-2-one), C(C(C)[*:2])[*:1] (polypropylene), C([O-])(O)=O.[Na+] (sodium bicarbonate), [OH-].[Na+] (sodium hydroxide), F (Hydrogen fluoride), P(=O)([O-])([O-])[O-].[Na+].[Na+].[Na+] (sodium phosphate). Run in C(C)#N (acetonitrile). Conditions: time 8 hour. Yields the product FC1=CC=C(C=C1)[C@H](CC[C@H]1C(N([C@@H]1C1=CC=C(C=C1)C1=CC(=CC=C1)O)C1=CC=CC=C1)=O)O ((3R,4S)-3-[(3S)-3-(4-fluorophenyl)-3-hydroxypropyl]-4-(3′-hydroxybiphenyl-4-yl)-1-phenylazetidin-2-one), foam. The yield is 87.0%. Reaction SMILES: [Si]([O:8][C:9]1[CH:10]=[C:11]([C:15]2[CH:20]=[CH:19][C:18]([C@H:21]3[N:24]([C:25]4[CH:30]=[CH:29][CH:28]=[CH:27][CH:26]=4)[C:23](=[O:31])[C@@H:22]3[CH2:32][CH2:33][C@H:34]([O:42][Si](C(C)(C)C)(C)C)[C:35]3[CH:40]=[CH:39][C:38]([F:41])=[CH:37][CH:36]=3)=[CH:17][CH:16]=2)[CH:12]=[CH:13][CH:14]=1)(C(C)(C)C)(C)C.F.[OH-].[Na+].P([O-])([O-])([O-])=O.[Na+].[Na+].[Na+].C(=O)(O)[O-].[Na+]>C(#N)C>[F:41][C:38]1[CH:37]=[CH:36][C:35]([C@@H:34]([OH:42])[CH2:33][CH2:32][C@@H:22]2[C@@H:21]([C:18]3[CH:19]=[CH:20][C:15]([C:11]4[CH:12]=[CH:13][CH:14]=[C:9]([OH:8])[CH:10]=4)=[CH:16][CH:17]=3)[N:24]([C:25]3[CH:30]=[CH:29][CH:28]=[CH:27][CH:26]=3)[C:23]2=[O:31])=[CH:40][CH:39]=1 |f:2.3,4.5.6.7,8.9|. Reported procedure: (3R,4S)-3-[(3S)-3-(4-Fluorophenyl)-3-hydroxypropyl]-4-(3′-hydroxybiphenyl-4-yl)-1-phenylazetidin-2-one was synthesized in a manner similar to that described in Example 42. (3R,4S)-4-(3′-{[tert-Butyl(dimethyl)silyl]oxy}biphenyl-4-yl)-3-[(3S)-3-{[tert-butyl(dimethyl)silyl]oxy}-3-(4-fluorophenyl)propyl]-1-phenylazetidin-2-one (0.60 g, 0.86 mmol) was stirred at room temperature in acetonitrile (18 mL) in a 40 ml polypropylene vial fitted with a screw cap. Hydrogen fluoride (48% aqueous, 2.0 mL, 48 m... The reactants are CC1=CC(=NC(=N1)Cl)O (6-methyl-2-chloro-4-hydroxypyrimidine), CC1NCCC2=CC=CC=C12 (1-methyl-1,2,3,4-tetrahydroisoquinoline), CN(C=O)C (N,N-dimethylformamide). Yields the product CC1=CC(=NC(=N1)N1C(C2=CC=CC=C2CC1)C)O (6-Methyl-2-(1-methyl-1,2,3,4-tetrahydroisoquinolin-2-yl)-4-hydroxypyrimidine). Reaction SMILES: [CH3:1][C:2]1[N:7]=[C:6](Cl)[N:5]=[C:4]([OH:9])[CH:3]=1.[CH3:10][CH:11]1[C:20]2[C:15](=[CH:16][CH:17]=[CH:18][CH:19]=2)[CH2:14][CH2:13][NH:12]1.CN(C)C=O>ClCCl.CO>[CH3:1][C:2]1[N:7]=[C:6]([N:12]2[CH2:13][CH2:14][C:15]3[C:20](=[CH:19][CH:18]=[CH:17][CH:16]=3)[CH:11]2[CH3:10])[N:5]=[C:4]([OH:9])[CH:3]=1. Solvent: ClCCl (dichloromethane), CO (methanol). Run at time 2 hour. Reported procedure: A mixture solution of 6-methyl-2-chloro-4-hydroxypyrimidine(6 g, 37.5 mmol) prepared in the above Step 1, 1-methyl-1,2,3,4-tetrahydroisoquinoline(11.6 g, 78.8 mmol) and N,N-dimethylformamide(30 ml) was stirred at 120 for 2 hours and cooled to give a solid. The resulting solid was dissolved in a mixture solution of dichloromethane and methanol and the undissolved materials were filtered off. The filtrate residue was washed many times with water, dried over anhydrous sodium sulfate, concentrated u... Isolated yield 74.2%.